Task: describe an organic reaction: reactants, conditions, products, and yield. Dataset: the Open Reaction Database (ORD), a public repository of structured organic reaction records Reactants: COC(=O)C=1C=NN2C1N=C(C(=C2)C2=C(C=C(C=C2)F)F)C2=CC=C(C=C2)C=O (6-(2,4-Difluorophenyl)-5-(4-formylphenyl)-pyrazolo[1,5-a]pyrimidine-3-carboxylic acid methyl ester), C(=O)(O)[O-].[Na+] (NaHCO3), N1CC(C1)C1=NC(=NN1)C1=NC=CC=C1 (2-(5-Azetidine-3-yl-[1,2,4]triazole-3-yl)-pyridine), [BH-](OC(=O)C)(OC(=O)C)OC(=O)C.[Na+] (NaBH(OAc)3). Solvent: C(C)N(CC)CC (triethylamine), CN1CCCC1=O (NMP), C(C)(=O)O (acetic acid), CN1CCCC1=O (NMP). Reaction conditions: time 1 hour. Yields the product COC(=O)C=1C=NN2C1N=C(C(=C2)C2=C(C=C(C=C2)F)F)C2=CC=C(C=C2)CN2CC(C2)C2=NNC(=N2)C2=NC=CC=C2 (6-(2,4-difluorophenyl)-5-(4-{3-[5-(pyridine-2-yl)-1H-[1,2,4]triazole-3-yl]-azetidine-1-ylmethyl}-phenyl)-pyrazolo[1,5-a]pyrimidine-3-carboxylic acid methyl ester). RXN SMILES: [NH:1]1[CH2:4][CH:3]([C:5]2[NH:9][N:8]=[C:7]([C:10]3[CH:15]=[CH:14][CH:13]=[CH:12][N:11]=3)[N:6]=2)[CH2:2]1.[CH3:16][O:17][C:18]([C:20]1[CH:21]=[N:22][N:23]2[CH:28]=[C:27]([C:29]3[CH:34]=[CH:33][C:32]([F:35])=[CH:31][C:30]=3[F:36])[C:26]([C:37]3[CH:42]=[CH:41][C:40]([CH:43]=O)=[CH:39][CH:38]=3)=[N:25][C:24]=12)=[O:19].[BH-](OC(C)=O)(OC(C)=O)OC(C)=O.[Na+].C([O-])(O)=O.[Na+]>CN1C(=O)CCC1.C(O)(=O)C.C(N(CC)CC)C>[CH3:16][O:17][C:18]([C:20]1[CH:21]=[N:22][N:23]2[CH:28]=[C:27]([C:29]3[CH:34]=[CH:33][C:32]([F:35])=[CH:31][C:30]=3[F:36])[C:26]([C:37]3[CH:42]=[CH:41][C:40]([CH2:43][N:1]4[CH2:4][CH:3]([C:5]5[N:6]=[C:7]([C:10]6[CH:15]=[CH:14][CH:13]=[CH:12][N:11]=6)[NH:8][N:9]=5)[CH2:2]4)=[CH:39][CH:38]=3)=[N:25][C:24]=12)=[O:19] |f:2.3,4.5|. Reported procedure: 49.8 mg (0.18 mmol) 2-(5-Azetidine-3-yl-[1,2,4]triazole-3-yl)-pyridine×2HCl are dissolved in 1.4 mL NMP. After addition of 0.06 mL triethylamine the reaction mixture is stirred for one hour. 65 mg (0.17 mmol) 6-(2,4-Difluorophenyl)-5-(4-formylphenyl)-pyrazolo[1,5-a]pyrimidine-3-carboxylic acid methyl ester in 1.5 mL NMP and 0.02 mL acetic acid are added. The reaction mixture is stirred overnight at room temperature. 38.5 mg (0.18 mmol) NaBH(OAc)3, are added in portions and the reaction mixture i... The reactants are [Al+3], COc1ccc(CC#N)cc1OC, [H-], [H-], [H-], [H-], [Li+]. The product is COc1ccc(CCN)cc1OC. Reaction SMILES: [Al+3:15].[CH3:1][O:2][c:3]1[cH:4][c:5]([CH2:11][C:12]#[N:13])[cH:6][cH:7][c:8]1[O:9][CH3:10].[H-:14].[H-:17].[H-:18].[H-:19].[Li+:16]>>[CH3:1][O:2][c:3]1[cH:4][c:5]([CH2:11][CH2:12][NH2:13])[cH:6][cH:7][c:8]1[O:9][CH3:10].